This data is from the Open Reaction Database (ORD), a public repository of structured organic reaction records. The task is: describe an organic reaction: reactants, conditions, products, and yield The reactants are CC(C)(C)OC(=O)c1c(N)sc2c1CC(CN)OC2, CCOC(C)=O, CCN(C(C)C)C(C)C, CC(C)N=C=NC(C)C, O=C(O)c1cccc([N+](=O)[O-])c1C(=O)O, C1CCOC1. Yields the product CC(C)(C)OC(=O)c1c(N)sc2c1CC(CN1C(=O)c3cccc([N+](=O)[O-])c3C1=O)OC2. RXN SMILES: [C:1]([CH3:2])([CH3:3])([CH3:4])[O:5][C:6](=[O:7])[c:8]1[c:9]([NH2:19])[s:10][c:11]2[c:16]1[CH2:15][CH:14]([CH2:17][NH2:18])[O:13][CH2:12]2.[CH3:58][CH2:59][O:60][C:61](=[O:62])[CH3:63].[CH:35]([N:36]([CH:37]([CH3:38])[CH3:39])[CH2:40][CH3:41])([CH3:42])[CH3:43].[CH:44]([N:45]=[C:46]=[N:47][CH:48]([CH3:49])[CH3:50])([CH3:51])[CH3:52].[N+:20](=[O:21])([O-:22])[c:23]1[c:24]([C:32](=[O:33])[OH:34])[c:25]([C:26](=[O:27])[OH:28])[cH:29][cH:30][cH:31]1.[O:53]1[CH2:54][CH2:55][CH2:56][CH2:57]1>>[C:1]([CH3:2])([CH3:3])([CH3:4])[O:5][C:6](=[O:7])[c:8]1[c:9]([NH2:19])[s:10][c:11]2[c:16]1[CH2:15][CH:14]([CH2:17][N:18]1[C:26](=[O:27])[c:25]3[c:24]([c:23]([N+:20](=[O:21])[O-:22])[cH:31][cH:30][cH:29]3)[C:32]1=[O:33])[O:13][CH2:12]2. The reactants are Cc1ccc(NC(=O)CN(Cc2ccc(CC(C)(C)C(=O)OC(C)(C)C)cc2)Cc2ccco2)c(C)c1, ClCCl, O=C(O)C(F)(F)F. Yields the product Cc1ccc(NC(=O)CN(Cc2ccc(CC(C)(C)C(=O)O)cc2)Cc2ccco2)c(C)c1. Reaction SMILES: [CH3:1][c:2]1[c:3]([NH:9][C:10]([CH2:11][N:12]([CH2:13][c:14]2[o:15][cH:16][cH:17][cH:18]2)[CH2:19][c:20]2[cH:21][cH:22][c:23]([CH2:26][C:27]([C:28](=[O:29])[O:30][C:31]([CH3:32])([CH3:33])[CH3:34])([CH3:35])[CH3:36])[cH:24][cH:25]2)=[O:37])[cH:4][cH:5][c:6]([CH3:8])[cH:7]1.[Cl:45][CH2:46][Cl:47].[OH:38][C:39]([C:40]([F:41])([F:42])[F:43])=[O:44]>>[CH3:1][c:2]1[c:3]([NH:9][C:10]([CH2:11][N:12]([CH2:13][c:14]2[o:15][cH:16][cH:17][cH:18]2)[CH2:19][c:20]2[cH:21][cH:22][c:23]([CH2:26][C:27]([C:28](=[O:29])[OH:30])([CH3:35])[CH3:36])[cH:24][cH:25]2)=[O:37])[cH:4][cH:5][c:6]([CH3:8])[cH:7]1. The reactants are CCOc1ccc(N)cc1, O, c1ccc(COP(OCc2ccccc2)OCc2ccccc2)cc1, Oc1cccc2ccccc12. Yields the product CCOc1ccc(Nc2cccc3ccccc23)cc1. RXN SMILES: [CH3:12][CH2:13][O:14][c:15]1[cH:16][cH:17][c:18]([NH2:21])[cH:19][cH:20]1.[OH2:47].[P:22]([O:23][CH2:24][c:25]1[cH:26][cH:27][cH:28][cH:29][cH:30]1)([O:31][CH2:32][c:33]1[cH:34][cH:35][cH:36][cH:37][cH:38]1)[O:39][CH2:40][c:41]1[cH:42][cH:43][cH:44][cH:45][cH:46]1.[c:1]1([OH:11])[cH:2][cH:3][cH:4][c:5]2[cH:6][cH:7][cH:8][cH:9][c:10]12>>[c:1]1([NH:21][c:18]2[cH:17][cH:16][c:15]([O:14][CH2:13][CH3:12])[cH:20][cH:19]2)[cH:2][cH:3][cH:4][c:5]2[cH:6][cH:7][cH:8][cH:9][c:10]12. The reactants are CC(C)=O, CC#N, CO, NC1CC1, COc1ccc(Nc2nc(Cl)nc(Cl)n2)cc1Cl, [Na+], [OH-], O. Product: COc1ccc(Nc2nc(Cl)nc(NC3CC3)n2)cc1Cl. Reaction SMILES: [CH3:26][C:27](=[O:28])[CH3:29].[CH3:30][C:31]#[N:32].[CH3:33][OH:34].[CH:19]1([NH2:22])[CH2:20][CH2:21]1.[Cl:1][c:2]1[cH:3][c:4]([NH:10][c:11]2[n:12][c:13]([Cl:18])[n:14][c:15]([Cl:17])[n:16]2)[cH:5][cH:6][c:7]1[O:8][CH3:9].[Na+:24].[OH-:23].[OH2:25]>>[Cl:1][c:2]1[cH:3][c:4]([NH:10][c:11]2[n:12][c:13]([Cl:18])[n:14][c:15]([NH:22][CH:19]3[CH2:20][CH2:21]3)[n:16]2)[cH:5][cH:6][c:7]1[O:8][CH3:9].